describe an organic reaction: reactants, conditions, products, and yield From a dataset of the Open Reaction Database (ORD), a public repository of structured organic reaction records. The reactants are C(C)(C)N(CC)C(C)C (diisopropylethylamine), COC([C@@H](NO[Si](C)(C)C(C)(C)C)CO)=O (t-butyldimethylsilyloxyserine methyl ester), C(C1=CC=CC=C1)(C1=CC=CC=C1)(C1=CC=CC=C1)Cl (tritylchloride). The solvent is C(Cl)Cl (CH2Cl2), C(Cl)Cl (CH2Cl2). Reaction conditions: temperature 25 celsius, time 4 hour. Product: COC([C@@H](N(C(C1=CC=CC=C1)(C1=CC=CC=C1)C1=CC=CC=C1)O[Si](C)(C)C(C)(C)C)CO)=O (N-trityl-t-butyldimethylsilyloxy serine methyl ester). As a reaction SMILES: [CH3:1][O:2][C:3](=[O:16])[C@H:4]([CH2:14][OH:15])[NH:5][O:6][Si:7]([C:10]([CH3:13])([CH3:12])[CH3:11])([CH3:9])[CH3:8].C(N(C(C)C)CC)(C)C.[C:26](Cl)([C:39]1[CH:44]=[CH:43][CH:42]=[CH:41][CH:40]=1)([C:33]1[CH:38]=[CH:37][CH:36]=[CH:35][CH:34]=1)[C:27]1[CH:32]=[CH:31][CH:30]=[CH:29][CH:28]=1>C(Cl)Cl>[CH3:1][O:2][C:3](=[O:16])[C@H:4]([CH2:14][OH:15])[N:5]([O:6][Si:7]([C:10]([CH3:13])([CH3:11])[CH3:12])([CH3:8])[CH3:9])[C:26]([C:27]1[CH:32]=[CH:31][CH:30]=[CH:29][CH:28]=1)([C:39]1[CH:40]=[CH:41][CH:42]=[CH:43][CH:44]=1)[C:33]1[CH:34]=[CH:35][CH:36]=[CH:37][CH:38]=1. Reported procedure: To t-butyldimethylsilyloxyserine methyl ester (27.5 g; 0.118 mol) dissolved in CH2Cl2 (125 ml) and diisopropylethylamine (25 ml; 0.14 mol) and cooled to 0° C. is added tritylchloride (33 g; 0.118 mol) portionwise over 2 minutes. The reaction is stirred for 4 hours at 25° C., diluted with CH2Cl2 and washed with H2O 3×. The organic phase is dried (MgSO4) and concentrated to dryness to give N-trityl-t-butyldimethylsilyloxy serine methyl ester as a tan solid which is used directly next Step C. Starting materials: solution, CN1N=CC2=CC(=CC=C12)NC1=NC=CC(=N1)S(=O)(=O)C (1-methyl-N-(4-(methansulfonyl)pyrimidin-2-yl)-1H-indazol-5-amine), C1CCOC1 (THF), CC1=NNC=C1C=O (3-methyl-1H-pyrazole-4-carbaldehyde), CN1N=CC2=CC(=CC=C12)NC1=NC=CC(=N1)S(=O)(=O)C (1-methyl-N-(4-(methylsulfonyl)pyrimidin-2-yl)-1H-indazol-5-amine), [H-].[Na+] (sodium hydride), C1CCOC1 (THF). Run at time 20 minute. Yields the product CC=1C(=CN(C1)C1=NC(=NC=C1)NC=1C=C2C=NN(C2=CC1)C)C=O (4-methyl-1-(2-(1-methyl-1H-indazol-5-ylamino)pyrimidin-4-yl)-1H-pyrrole-3-carbaldehyde). Yield: 66.0%. RXN SMILES: [CH3:1][C:2]1[C:6]([CH:7]=[O:8])=[CH:5][NH:4]N=1.[CH3:9][N:10]1[C:18]2[C:13](=[CH:14][C:15]([NH:19][C:20]3[N:25]=[C:24](S(C)(=O)=O)[CH:23]=[CH:22][N:21]=3)=[CH:16][CH:17]=2)[CH:12]=[N:11]1.[H-].[Na+].[CH2:32]1COCC1>>[CH3:1][C:2]1[C:6]([CH:7]=[O:8])=[CH:5][N:4]([C:24]2[CH:23]=[CH:22][N:21]=[C:20]([NH:19][C:15]3[CH:14]=[C:13]4[C:18](=[CH:17][CH:16]=3)[N:10]([CH3:9])[N:11]=[CH:12]4)[N:25]=2)[CH:32]=1 |f:2.3|. Procedure: To a solution of 3-methyl-1H-pyrazole-4-carbaldehyde, intermediate 12 (0.33 g, 3.0 mmol) in 10 mL of THF was added 0.12 g of 60% sodium hydride with ice bath cooling and then it was stirred for 20 minute at the same temperature. To this, was added of 10 mL solution of 1-methyl-N-(4-(methansulfonyl)pyrimidin-2-yl)-1H-indazol-5-amine (0.6 g, 2.0 mmol) in THF. The reaction was allowed to warm up to room temperature and then stirred for 2 hours at rt. The reaction was quenched with water, extracted ...